From a dataset of the Open Reaction Database (ORD), a public repository of structured organic reaction records. describe an organic reaction: reactants, conditions, products, and yield Starting materials: FC1=CC=C(C=C1)C1(C(N(CC1)CCN1CCNCC1)=O)C1=CC=C(C=C1)F (3,3-bis(4-fluorophenyl)-1-(2-(piperazin-1-yl)ethyl)pyrrolidin-2-one), COC=1C=C(C=O)C=C(C1)OC (3,5-dimethoxybenzaldehyde), macroporous-cyanoborohydride, C(C)(=O)O (acetic acid). Run in CO.ClCCl (methanol dichloromethane). Reaction conditions: temperature 40 celsius, time 18 hour. Product: COC=1C=C(CN2CCN(CC2)CCN2C(C(CC2)(C2=CC=C(C=C2)F)C2=CC=C(C=C2)F)=O)C=C(C1)OC (1-{2-[4-(3,5-dimethoxybenzyl)piperazin-1-yl]ethyl}-3,3-bis(4-fluorophenyl)pyrrolidin-2-one). As a reaction SMILES: [F:1][C:2]1[CH:7]=[CH:6][C:5]([C:8]2([C:22]3[CH:27]=[CH:26][C:25]([F:28])=[CH:24][CH:23]=3)[CH2:12][CH2:11][N:10]([CH2:13][CH2:14][N:15]3[CH2:20][CH2:19][NH:18][CH2:17][CH2:16]3)[C:9]2=[O:21])=[CH:4][CH:3]=1.[CH3:29][O:30][C:31]1[CH:32]=[C:33]([CH:36]=[C:37]([O:39][CH3:40])[CH:38]=1)[CH:34]=O.C(O)(=O)C>CO.ClCCl>[CH3:40][O:39][C:37]1[CH:36]=[C:33]([CH:32]=[C:31]([O:30][CH3:29])[CH:38]=1)[CH2:34][N:18]1[CH2:19][CH2:20][N:15]([CH2:14][CH2:13][N:10]2[CH2:11][CH2:12][C:8]([C:5]3[CH:6]=[CH:7][C:2]([F:1])=[CH:3][CH:4]=3)([C:22]3[CH:23]=[CH:24][C:25]([F:28])=[CH:26][CH:27]=3)[C:9]2=[O:21])[CH2:16][CH2:17]1 |f:3.4|. Procedure details: To a solution of the product from Example 63C (1.85 g, 4.80 mmol) in methanol/dichloromethane (50 mL) was added 3,5-dimethoxybenzaldehyde (0.80 g, 4.80 mmol), macroporous-cyanoborohydride resin (8.09 g, 4.80 mmol, 2.24 mol/g) and acetic acid (1.6 mL, 4.80 mmol). The reaction was stirred at 40° C. for 18 hours under an atmosphere of nitrogen. The reaction was cooled to room temperature, filtered and concentrated. Silica gel chromatography eluting with 3% methanol/dichloromethane gave the title co...